From a dataset of the Open Reaction Database (ORD), a public repository of structured organic reaction records. describe an organic reaction: reactants, conditions, products, and yield Starting materials: CC=1C(=C(C2=CC=C(C=C2C1)OC)OC1=CC=C(C(=O)O)C=C1)C1=CC=CC=C1 (4-{[3-Methyl-6-(methyloxy)-2-phenyl-1-naphthalenyl]oxy}benzoic acid), C(C(=O)Cl)(=O)Cl (oxalyl chloride). Yields the product CC=1C(=C(C2=CC=C(C=C2C1)OC)OC1=CC=C(C(=O)Cl)C=C1)C1=CC=CC=C1 (4-{[3-methyl-6-(methyloxy)-2-phenyl-1-naphthalenyl]oxy}benzoyl chloride). Reaction SMILES: [CH3:1][C:2]1[C:3]([C:24]2[CH:29]=[CH:28][CH:27]=[CH:26][CH:25]=2)=[C:4]([O:14][C:15]2[CH:23]=[CH:22][C:18]([C:19](O)=[O:20])=[CH:17][CH:16]=2)[C:5]2[C:10]([CH:11]=1)=[CH:9][C:8]([O:12][CH3:13])=[CH:7][CH:6]=2.C(Cl)(=O)C([Cl:33])=O>C1(C)C=CC=CC=1.CN(C=O)C>[CH3:1][C:2]1[C:3]([C:24]2[CH:29]=[CH:28][CH:27]=[CH:26][CH:25]=2)=[C:4]([O:14][C:15]2[CH:23]=[CH:22][C:18]([C:19]([Cl:33])=[O:20])=[CH:17][CH:16]=2)[C:5]2[C:10]([CH:11]=1)=[CH:9][C:8]([O:12][CH3:13])=[CH:7][CH:6]=2. Reagents/catalysts: CN(C)C=O (DMF). Procedure: To a suspension of 4-{[3-methyl-6-(methyloxy)-2-phenyl-1-naphthalenyl]oxy}benzoic acid (16) (0.149 g, 0.388 mmol) in toluene (3 mL) was added oxalyl chloride (0.06 mL, 0.087 g, 0.687 mmol, 1.8 eq) followed by DMF (1 drop). The reaction mixture was stirred at RT under N2 for 45 min. The reaction mixture was concentrated to give crude 4-{[3-methyl-6-(methyloxy)-2-phenyl-1-naphthalenyl]oxy}benzoyl chloride as a yellow oil. Isonipecotic acid (0.051 g, 0.39 mmol), triethylamine (0.12 mL, 0.087 g, 0.8... Run in C1(=CC=CC=C1)C (toluene). Conditions: time 45 minute. Reactants: O=C([O-])O, [K+], CC(N)CNC(=O)OC(C)(C)C, Nc1nc(Cl)ccc1[N+](=O)[O-]. Yields the product CC(CNC(=O)OC(C)(C)C)Nc1ccc([N+](=O)[O-])c(N)n1. RXN SMILES: [C:24](=[O:25])([OH:26])[O-:27].[K+:28].[NH2:12][CH:13]([CH2:14][NH:15][C:16]([O:17][C:18]([CH3:19])([CH3:20])[CH3:21])=[O:22])[CH3:23].[NH2:1][c:2]1[n:3][c:4]([Cl:11])[cH:5][cH:6][c:7]1[N+:8](=[O:9])[O-:10]>>[NH2:1][c:2]1[n:3][c:4]([NH:12][CH:13]([CH2:14][NH:15][C:16]([O:17][C:18]([CH3:19])([CH3:20])[CH3:21])=[O:22])[CH3:23])[cH:5][cH:6][c:7]1[N+:8](=[O:9])[O-:10]. Reactants: CC1=C(C(=O)C=CO1)O (Maltol), NN1CCCCC1 (1-aminopiperidine). The solvent is O (water). Run at time 8 hour. The product is N1(CCCCC1)N1C(=C(C(C=C1)=O)O)C (N-(1-Piperidinyl)-2-Methyl-3-Hydroxy-4-Pyridinone). Reaction SMILES: [CH3:1][C:2]1O[CH:7]=[CH:6][C:4](=[O:5])[C:3]=1[OH:9].[NH2:10][N:11]1[CH2:16][CH2:15][CH2:14][CH2:13][CH2:12]1>O>[N:11]1([N:10]2[CH:7]=[CH:6][C:4](=[O:5])[C:3]([OH:9])=[C:2]2[CH3:1])[CH2:16][CH2:15][CH2:14][CH2:13][CH2:12]1. Reported procedure: Maltol (3.6 g, 30 mmol) and 1-aminopiperidine (4.5 g, 45 mmol) were suspended in 100 mL of water. The mixture was heated to reflux for 2 days. The mixture was cooled to room temperature, and the solvent was removed under vacuum to give a dark brown liquid. The residue was allowed to stand overnight, a solid was formed. The solid was collected by filtration and was then recrystallized in water to give brownish microcrystals. The product was collected by filtration, washed with water, and dried un... Reactants: IC (iodomethane), ice, FC=1C=C(C=NC1)C1=NN=C(S1)N(C(=O)NCCSC)C (1-[5-(5-fluoro-pyridin-3-yl)-[1,3,4]thiadiazol-2-yl]-1-methyl-3-(2-methylsulfanyl-ethyl)-urea), [H-].[Na+] (sodium hydride). Run in CN(C=O)C (N,N-dimethylformamide), CN(C=O)C (N,N-dimethylformamide). Conditions: time 14 hour. The product is FC=1C=C(C=NC1)C1=NN=C(S1)N(C(=O)N(CCSC)C)C (1-[5-(5-fluoro-pyridin-3-yl)-[1,3,4]thiadiazol-2-yl]-1,3-dimethyl-3-(2-methylsulfanyl-ethyl)-urea). The yield is 19.8%. As a reaction SMILES: [F:1][C:2]1[CH:3]=[C:4]([C:8]2[S:12][C:11]([N:13]([CH3:21])[C:14]([NH:16][CH2:17][CH2:18][S:19][CH3:20])=[O:15])=[N:10][N:9]=2)[CH:5]=[N:6][CH:7]=1.[H-].[Na+].I[CH3:25]>CN(C)C=O>[F:1][C:2]1[CH:3]=[C:4]([C:8]2[S:12][C:11]([N:13]([CH3:21])[C:14]([N:16]([CH3:25])[CH2:17][CH2:18][S:19][CH3:20])=[O:15])=[N:10][N:9]=2)[CH:5]=[N:6][CH:7]=1 |f:1.2|. Procedure details: An ice-cold solution of 1-[5-(5-fluoro-pyridin-3-yl)-[1,3,4]thiadiazol-2-yl]-1-methyl-3-(2-methylsulfanyl-ethyl)-urea (0.132 g, 0.4 mmol) in N,N-dimethylformamide (0.6 mL) was treated with sodium hydride (60% in mineral oil, 0.018 g, 0.4 mmol) and stirred for 5 minutes before addition of a solution of iodomethane (0.063 g, 0.4 mmol) in N,N-dimethylformamide (0.1 mL). The ice bath was removed after 5 minutes. The reaction mixture was stirred at room temperature for 14 hours, diluted with water (3...